This data is from the Open Reaction Database (ORD), a public repository of structured organic reaction records. The task is: describe an organic reaction: reactants, conditions, products, and yield The reactants are COC([C@H](CC1=C(C=C(C=C1)OCC=1N=C(OC1C)C1=CC(=CC(=C1)OC)OC)C)OCC)=O ((S)-3-{4-[2-(3,5-dimethoxy-phenyl)-5-methyl-oxazol-4-ylmethoxy]-2-methyl-phenyl}-2-ethoxy-propionic acid methyl ester), [Li+].[OH-] (LiOH). Product: COC=1C=C(C=C(C1)OC)C=1OC(=C(N1)COC1=CC(=C(C=C1)C[C@@H](C(=O)O)OCC)C)C ((S)-3-{4-[2-(3,5-dimethoxy-phenyl)-5-methyl-oxazol-4-ylmethoxy]-2-methyl-phenyl}-2-ethoxy-propionic acid). Reaction SMILES: C[O:2][C:3](=[O:34])[C@@H:4]([O:31][CH2:32][CH3:33])[CH2:5][C:6]1[CH:11]=[CH:10][C:9]([O:12][CH2:13][C:14]2[N:15]=[C:16]([C:20]3[CH:25]=[C:24]([O:26][CH3:27])[CH:23]=[C:22]([O:28][CH3:29])[CH:21]=3)[O:17][C:18]=2[CH3:19])=[CH:8][C:7]=1[CH3:30].[Li+].[OH-]>>[CH3:29][O:28][C:22]1[CH:21]=[C:20]([C:16]2[O:17][C:18]([CH3:19])=[C:14]([CH2:13][O:12][C:9]3[CH:10]=[CH:11][C:6]([CH2:5][C@H:4]([O:31][CH2:32][CH3:33])[C:3]([OH:34])=[O:2])=[C:7]([CH3:30])[CH:8]=3)[N:15]=2)[CH:25]=[C:24]([O:26][CH3:27])[CH:23]=1 |f:1.2|. Reported procedure: In analogy to the procedure described in example 1 g], (S)-3-{4-[2-(3,5-dimethoxy-phenyl)-5-methyl-oxazol-4-ylmethoxy]-2-methyl-phenyl}-2-ethoxy-propionic acid methyl ester was treated with LiOH to obtain (S)-3-{4-[2-(3,5-dimethoxy-phenyl)-5-methyl-oxazol-4-ylmethoxy]-2-methyl-phenyl}-2-ethoxy-propionic acid as colorless solid. The reactants are C1CCNC1, CO, O=Cc1ccc2ncnc(N3CCCCC3)c2n1, O=C1CSC(=O)N1. Reaction SMILES: [CH2:8]1[CH2:9][NH:10][CH2:11][CH2:12]1.[CH3:31][OH:32].[N:13]1([c:19]2[c:20]3[c:21]([n:22][cH:23][n:24]2)[cH:25][cH:26][c:27]([CH:29]=[O:30])[n:28]3)[CH2:14][CH2:15][CH2:16][CH2:17][CH2:18]1.[S:1]1[C:2](=[O:7])[NH:3][C:4](=[O:6])[CH2:5]1>>[S:1]1[C:2](=[O:7])[NH:3][C:4](=[O:6])[C:5]1=[CH:29][c:27]1[cH:26][cH:25][c:21]2[c:20]([c:19]([N:13]3[CH2:14][CH2:15][CH2:16][CH2:17][CH2:18]3)[n:24][cH:23][n:22]2)[n:28]1. Product: O=C1NC(=O)C(=Cc2ccc3ncnc(N4CCCCC4)c3n2)S1. Reactants: C1(=CC=CC=C1)COC=1C=C(C=CC1)C(CCCCCCCCCC)O (1-(3-(phenylmethoxy) phenyl]undecanol), C1(=CC=CC=C1)COC=1C=C(C=CC1)C(CCCCCCCCCC)O (1-[3-(phenylmethoxy)phenyl]undecanol), O (water). The reagents and catalysts are [Pd] (palladium on charcoal), [Pd] (palladium on charcoal). Run in C(C)O (ethanol), C(C)(=O)O (acetic acid), C(C)(=O)O (acetic acid), C(C)O (ethanol). Product: C(CCCCCCCCCC)C=1C=C(C=CC1)O (3-undecylphenol). The yield is 387.5%. Reaction SMILES: C1(C[O:8][C:9]2[CH:10]=[C:11]([CH:15](O)[CH2:16][CH2:17][CH2:18][CH2:19][CH2:20][CH2:21][CH2:22][CH2:23][CH2:24][CH3:25])[CH:12]=[CH:13][CH:14]=2)C=CC=CC=1.O>[Pd].C(O)C.C(O)(=O)C>[CH2:15]([C:11]1[CH:10]=[C:9]([OH:8])[CH:14]=[CH:13][CH:12]=1)[CH2:16][CH2:17][CH2:18][CH2:19][CH2:20][CH2:21][CH2:22][CH2:23][CH2:24][CH3:25]. Procedure: A mixture of 3.0 grams (0.008 mole) of 1-(3-(phenylmethoxy) phenyl]undecanol and 0.5 gram (catalyst) of 10% palladium on charcoal and 50 mL of acetic acid in 50 mL of ethanol was hydrogenated using a Parr hydrogenator. Upon the uptake of the theoretical amount of hydrogen, the reaction mixture was filtered and concentrated under reduced pressure to a residual oil. NMR analysis of the oil indicated that the phenol portion of the molecule was completely unprotected, and the benzylic hydroxyl was a... Reactants: ClC1=NSC(=C1Cl)C(=O)Cl (3,4-dichloro-isothiazole-5-carbonyl chloride), NN1CCOCC1 (4-amino-morpholine), N1=CC=CC=C1 (pyridine). Run in O1CCCC1 (tetrahydrofuran). Run at temperature 2.5 celsius. The product is N1(CCOCC1)NC(=O)C1=C(C(=NS1)Cl)Cl (N-morpholinyl-3,4-dichloro-isothiazole-5-carboxamide). Yield: 63.4%. As a reaction SMILES: [Cl:1][C:2]1[C:6]([Cl:7])=[C:5]([C:8](Cl)=[O:9])[S:4][N:3]=1.[NH2:11][N:12]1[CH2:17][CH2:16][O:15][CH2:14][CH2:13]1.N1C=CC=CC=1>O1CCCC1>[N:12]1([NH:11][C:8]([C:5]2[S:4][N:3]=[C:2]([Cl:1])[C:6]=2[Cl:7])=[O:9])[CH2:17][CH2:16][O:15][CH2:14][CH2:13]1. Procedure details: At 0 to 5° C. and with ice-cooling and stirring, 2.43 g (0.01 mol) of 3,4-dichloro-isothiazole-5-carbonyl chloride are added dropwise over a period of 5 minutes to a mixture of 1.21 g (0.011 mol) of 4-amino-morpholine and 22 ml of absolute pyridine. After the addition, the reaction mixture is admixed with 1.5 ml of absolute tetrahydrofuran, allowed to warm to room temperature and then stirred at room temperature for one hour. The reaction mixture is subsequently concentrated under reduced pressu... Reactants: C[O-].[Na+] (sodium methoxide), Cl.Cl.O(CCN)CCN (2,2'-oxy-bis(ethylamine)dihydrochloride), Br.BrCCN (bromoethylamine hydrobromide). Solvent: C(C)O (ethanol). Product: NCCOCCNCCN (1,8-Diamino-3-oxa-6-azaoctane). RXN SMILES: Cl.Cl.[O:3]([CH2:7][CH2:8][NH2:9])[CH2:4][CH2:5][NH2:6].Br.Br[CH2:12][CH2:13][NH2:14].C[O-].[Na+]>C(O)C>[NH2:6][CH2:5][CH2:4][O:3][CH2:7][CH2:8][NH:9][CH2:12][CH2:13][NH2:14] |f:0.1.2,3.4,5.6|. Procedure details: To a mixture of 2,2'-oxy-bis(ethylamine)dihydrochloride (1) (177 mg, 1 mmol), bromoethylamine hydrobromide (2) (204.9 mg, 1 mmol), in ethanol (10 mL) was added sodium methoxide (162.6 mg, 3 mmol) at room temperature. The reaction mixture was refluxed for 48 hours under a positive flow of argon. Reaction mixture was cooled to room temperature, ethanol was evaporated on rotavapor and the crude product (135 mg) was directly taken into next step to prepare the bis-naphthalimide, compound 5. Starting materials: [C@H]12[C@H](NC[C@@H]2C1)CNC(=O)C1=C(N=C2SC=CN21)C (6-Methyl-imidazo[2,1-b]thiazole-5-carboxylic acid [(1S,2S,5R)-1-(3-aza-bicyclo[3.1.0]hex-2-yl)methyl]-amide), C=1(C(=CC=CC1)C(=O)O)C1=CC=CC=C1 (Biphenyl-2-carboxylic acid). The product is C=1(C(=CC=CC1)C(=O)N1[C@@H]([C@H]2C[C@H]2C1)CNC(=O)C1=C(N=C2SC=CN21)C)C2=CC=CC=C2 (6-Methyl-imidazo[2,1-b]thiazole-5-carboxylic acid[(1S,2S,5R)-3-(biphenyl-2-carbonyl)-3-aza-bicyclo[3.1.0]hex-2-ylmethyl]-amide). Reaction SMILES: [C@H:1]12[CH2:6][C@H:5]1[CH2:4][NH:3][C@@H:2]2[CH2:7][NH:8][C:9]([C:11]1[N:18]2[C:14]([S:15][CH:16]=[CH:17]2)=[N:13][C:12]=1[CH3:19])=[O:10].[C:20]1([C:29]2[CH:34]=[CH:33][CH:32]=[CH:31][CH:30]=2)[C:21]([C:26](O)=[O:27])=[CH:22][CH:23]=[CH:24][CH:25]=1>>[C:20]1([C:29]2[CH:34]=[CH:33][CH:32]=[CH:31][CH:30]=2)[C:21]([C:26]([N:3]2[CH2:4][C@H:5]3[C@H:1]([CH2:6]3)[C@H:2]2[CH2:7][NH:8][C:9]([C:11]2[N:18]3[C:14]([S:15][CH:16]=[CH:17]3)=[N:13][C:12]=2[CH3:19])=[O:10])=[O:27])=[CH:22][CH:23]=[CH:24][CH:25]=1. Reported procedure: prepared by reaction of 6-Methyl-imidazo[2,1-b]thiazole-5-carboxylic acid [(1S,2S,5R)-1-(3-aza-bicyclo[3.1.0]hex-2-yl)methyl]-amide with Biphenyl-2-carboxylic acid. LC-MS (basic): tR=1.34 min; [M+H]+=457.0. Starting materials: C(C1=CN=CC=C1)(=O)[O-] (nicotinate), C(C1=CN=CC=C1)(=O)[O-] (nicotinate), C(O)CN (ethanolamine), ONC(CCC(=O)N)=O (N-hydroxy-succinamide), DMF-amine. Solvent: CN(C=O)C (DMF), CN(C=O)C (N,N-di-methyl formamide). Yields the product OCCNC(C1=CN=CC=C1)=O (N-(2-hydroxyethyl)-nicotinamide). Isolated yield 73.0%. Reaction SMILES: [CH2:1]([CH2:3][NH2:4])[OH:2].[C:5]([O-])(=[O:12])[C:6]1[CH:11]=[CH:10][CH:9]=[N:8][CH:7]=1.ONC(=O)CCC(N)=O>CN(C)C=O>[OH:2][CH2:1][CH2:3][NH:4][C:5](=[O:12])[C:6]1[CH:11]=[CH:10][CH:9]=[N:8][CH:7]=1. Procedure details: The ethanolamine was dissolved in dried N,N-di-methyl formamide (DMF) and chilled in an ice bath. The nicotinate derivative, also dissolved in DMF, was added to the DMF-amine mixture, dropwise under a nitrogen atmosphere. As the nicotinate derivative was added, the mixture turned milky and was slurried for at least one half hour. The milky substance was the N-hydroxy-succinamide precipitating, which was filtered off. The DMF-mixture was washed with ether to remove any precipitant. The solvent mi... Reactants: CC[SiH](CC)CC, ClCCl, Nc1ccc(C(O)c2cn(S(=O)(=O)c3ccccc3)c3ncc(Cl)cc23)cn1, O=C(O)C(F)(F)F. Yields the product Nc1ccc(Cc2cn(S(=O)(=O)c3ccccc3)c3ncc(Cl)cc23)cn1. RXN SMILES: [CH2:29]([SiH:30]([CH2:31][CH3:32])[CH2:33][CH3:34])[CH3:35].[Cl:43][CH2:44][Cl:45].[NH2:1][c:2]1[cH:3][cH:4][c:5]([CH:8]([OH:9])[c:10]2[cH:11][n:12]([S:20](=[O:21])(=[O:22])[c:23]3[cH:24][cH:25][cH:26][cH:27][cH:28]3)[c:13]3[n:14][cH:15][c:16]([Cl:19])[cH:17][c:18]23)[cH:6][n:7]1.[OH:36][C:37]([C:38]([F:39])([F:40])[F:41])=[O:42]>>[NH2:1][c:2]1[cH:3][cH:4][c:5]([CH2:8][c:10]2[cH:11][n:12]([S:20](=[O:21])(=[O:22])[c:23]3[cH:24][cH:25][cH:26][cH:27][cH:28]3)[c:13]3[n:14][cH:15][c:16]([Cl:19])[cH:17][c:18]23)[cH:6][n:7]1. The reactants are N#N (N2), PdCl2dppf, [O-]P(=O)([O-])[O-].[K+].[K+].[K+] (K3PO4), FC1=CC=C(C=C1)C=1C=NC=2N(C1)N=CC2B2OC(C(O2)(C)C)(C)C (6-(4-fluoro-phenyl)-3-(4,4,5,5-tetramethyl-[1,3,2]dioxaborolan-2-yl)-pyrazolo[1,5-a]pyrimidine), ClC1=NC=CC(=C1)NC(=O)NCC (1-(2-chloro-pyridin-4-yl)-3-ethyl-urea). The solvent is O (H2O), O1CCOCC1 (dioxane). Run at temperature 90 celsius. Yields the product C(C)NC(=O)NC1=CC(=NC=C1)C=1C=NN2C1N=CC(=C2)C2=CC=C(C=C2)F (1-Ethyl-3-{2-[6-(4-fluoro-phenyl)-pyrazolo[1,5-a]pyrimidin-3-yl]-pyridin-4-yl}-urea). Isolated yield 18.6%. RXN SMILES: [O-]P([O-])([O-])=O.[K+].[K+].[K+].[F:9][C:10]1[CH:15]=[CH:14][C:13]([C:16]2[CH:17]=[N:18][C:19]3[N:20]([N:22]=[CH:23][C:24]=3B3OC(C)(C)C(C)(C)O3)[CH:21]=2)=[CH:12][CH:11]=1.Cl[C:35]1[CH:40]=[C:39]([NH:41][C:42]([NH:44][CH2:45][CH3:46])=[O:43])[CH:38]=[CH:37][N:36]=1.N#N>O.O1CCOCC1>[CH2:45]([NH:44][C:42]([NH:41][C:39]1[CH:38]=[CH:37][N:36]=[C:35]([C:24]2[CH:23]=[N:22][N:20]3[CH:21]=[C:16]([C:13]4[CH:12]=[CH:11][C:10]([F:9])=[CH:15][CH:14]=4)[CH:17]=[N:18][C:19]=23)[CH:40]=1)=[O:43])[CH3:46] |f:0.1.2.3|. Reported procedure: A solution of K3PO4 (640 mg, 3 mmol) in H2O (2 ml) was added to a stirred mixture of 6-(4-fluoro-phenyl)-3-(4,4,5,5-tetramethyl-[1,3,2]dioxaborolan-2-yl)-pyrazolo[1,5-a]pyrimidine (330 mg, 0.97 mmol) and 1-(2-chloro-pyridin-4-yl)-3-ethyl-urea (procedure U4, 420 mg, 2.1 mmol) in dioxane (8 ml) at RT under N2. The mixture was deoxygenated by evacuate/fill N2 (×2), PdCl2dppf (40 mg, 0.05 mmol) was added and the mixture was deoxygenated again (×3). The reaction was stirred and heated at 90° C. for 1...